From a dataset of the Open Reaction Database (ORD), a public repository of structured organic reaction records. describe an organic reaction: reactants, conditions, products, and yield The reactants are [BH4-], ClCCl, CC(=O)OC1CSC(S)(c2ccc(C(O)c3ccc([N+](=O)[O-])cc3)cc2)C(OC(C)=O)C1OC(C)=O, [Na+], O=C(O)C(F)(F)F. Yields the product CC(=O)OC1CSC(S)(c2ccc(Cc3ccc([N+](=O)[O-])cc3)cc2)C(OC(C)=O)C1OC(C)=O. As a reaction SMILES: [BH4-:44].[CH2:46]([Cl:47])[Cl:48].[N+:1](=[O:2])([O-:3])[c:4]1[cH:5][cH:6][c:7]([CH:10]([c:11]2[cH:12][cH:13][c:14]([C:17]3([SH:18])[CH:19]([O:20][C:21]([CH3:22])=[O:23])[CH:24]([O:25][C:26]([CH3:27])=[O:28])[CH:29]([O:30][C:31]([CH3:32])=[O:33])[CH2:34][S:35]3)[cH:15][cH:16]2)[OH:36])[cH:8][cH:9]1.[Na+:45].[OH:37][C:38]([C:39]([F:40])([F:41])[F:42])=[O:43]>>[N+:1](=[O:2])([O-:3])[c:4]1[cH:5][cH:6][c:7]([CH2:10][c:11]2[cH:12][cH:13][c:14]([C:17]3([SH:18])[CH:19]([O:20][C:21]([CH3:22])=[O:23])[CH:24]([O:25][C:26]([CH3:27])=[O:28])[CH:29]([O:30][C:31]([CH3:32])=[O:33])[CH2:34][S:35]3)[cH:15][cH:16]2)[cH:8][cH:9]1. Starting materials: Cc1ccccc1, Cl, Cl[Hg]Cl, O=C(O)CC1CC(=O)c2ccccc21, O, [Zn]. Product: O=C(O)CC1CCc2ccccc21. Reaction SMILES: [CH3:1][c:2]1[cH:3][cH:4][cH:5][cH:6][cH:7]1.[ClH:23].[Hg:25]([Cl:26])[Cl:27].[O:8]=[C:9]1[CH2:10][CH:11]([CH2:18][C:19](=[O:20])[OH:21])[c:12]2[cH:13][cH:14][cH:15][cH:16][c:17]21.[OH2:22].[Zn:24]>>[CH2:9]1[CH2:10][CH:11]([CH2:18][C:19](=[O:20])[OH:21])[c:12]2[cH:13][cH:14][cH:15][cH:16][c:17]21. Starting materials: CCOC1Cc2ccccc2C1Nc1nc(CC)c(-c2ccc(Cl)cc2Cl)nc1CC, CI. Yields the product CCc1nc(-c2ccc(Cl)cc2Cl)c(CC)nc1NC1c2ccccc2CC1OC. As a reaction SMILES: [Cl:1][c:2]1[c:3](-[c:9]2[n:10][c:11]([CH2:30][CH3:31])[c:12]([NH:17][CH:18]3[CH:19]([O:27][CH2:28][CH3:29])[CH2:20][c:21]4[cH:22][cH:23][cH:24][cH:25][c:26]43)[n:13][c:14]2[CH2:15][CH3:16])[cH:4][cH:5][c:6]([Cl:8])[cH:7]1.[I:32][CH3:33]>>[Cl:1][c:2]1[c:3](-[c:9]2[n:10][c:11]([CH2:30][CH3:31])[c:12]([NH:17][CH:18]3[CH:19]([O:27][CH3:28])[CH2:20][c:21]4[cH:22][cH:23][cH:24][cH:25][c:26]43)[n:13][c:14]2[CH2:15][CH3:16])[cH:4][cH:5][c:6]([Cl:8])[cH:7]1.